From a dataset of the Open Reaction Database (ORD), a public repository of structured organic reaction records. describe an organic reaction: reactants, conditions, products, and yield The reactants are C1(CCCC1)C(=O)C1=CC(=CC(=C1)OC)OC (Cyclopentyl-(3,5-dimethoxy-phenyl)-methanone), C(CCC)C1(SCCS1)C1=CC(=CC(=C1)OC)OC (2-Butyl-2-(3,5-dimethoxy-phenyl)-[1,3]dithiolane). Run in CCCCCC.C(C)(=O)OCC (hexane ethyl acetate). The product is C1(CCCC1)C1(SCCS1)C1=CC(=CC(=C1)OC)OC (2-Cyclopentyl-2-(3,5-dimethoxy-phenyl)-[1,3]dithiolane). Reaction SMILES: [CH:1]1([C:6]([C:8]2[CH:13]=[C:12]([O:14][CH3:15])[CH:11]=[C:10]([O:16][CH3:17])[CH:9]=2)=O)[CH2:5][CH2:4][CH2:3][CH2:2]1.C(C1(C2C=C(OC)C=C(OC)C=2)[S:26][CH2:25][CH2:24][S:23]1)CCC>CCCCCC.C(OCC)(=O)C>[CH:1]1([C:6]2([C:8]3[CH:13]=[C:12]([O:14][CH3:15])[CH:11]=[C:10]([O:16][CH3:17])[CH:9]=3)[S:26][CH2:25][CH2:24][S:23]2)[CH2:5][CH2:4][CH2:3][CH2:2]1 |f:2.3|. Procedure: Compound 10 was prepared from Compound 6 using the same procedure as described above for Compound 9. Yield 2.92 g (87%) as an oil. Rf=0.52 (hexane:ethyl acetate 92:8); IR (neat) 2955, 1206, 1066, 694 cm−1; 1H NMR δ 6.98 (d, J=2.19 Hz, 2H), 6.34 (t, J=2.25 Hz, 1H), 3.80 (s, 6H), 3.35–3.09 (m, 4H), 2.82–2.71 (m, 1H), 1.80–1.43 (m, 8H). 13C NMR δ 160.03, 149.37, 106.37, 98.35, 79.474, 55.35, 52.14, 38.79, 31.17, 25.73; MS: (ESI, Pos.) m/z 333 ([M+23]+). Product: COC(=O)C=Cc1ccc2nn(C)c(C)c2c1C(=O)OC. Starting materials: COC(=O)c1c(Br)ccc2nn(C)c(C)c12, O=C([O-])[O-], C=CC(=O)OC, CC(=O)[O-], CC(=O)[O-], CN(C)C=O, [K+], [K+], [Pd+2], c1ccc(P(c2ccccc2)c2ccccc2)cc1. RXN SMILES: [Br:1][c:2]1[c:3]([C:13](=[O:14])[O:15][CH3:16])[c:4]2[c:5]([CH3:12])[n:6]([CH3:11])[n:7][c:8]2[cH:9][cH:10]1.[C:36](=[O:37])([O-:38])[O-:39].[C:42]([CH:43]=[CH2:44])(=[O:45])[O:46][CH3:47].[C:53]([O-:54])(=[O:55])[CH3:56].[C:58]([O-:59])(=[O:60])[CH3:61].[CH3:48][N:49]([CH3:50])[CH:51]=[O:52].[K+:40].[K+:41].[Pd+2:57].[c:17]1([P:18]([c:19]2[cH:20][cH:21][cH:22][cH:23][cH:24]2)[c:25]2[cH:26][cH:27][cH:28][cH:29][cH:30]2)[cH:31][cH:32][cH:33][cH:34][cH:35]1>>[c:2]1([CH:44]=[CH:43][C:42](=[O:45])[O:46][CH3:47])[c:3]([C:13](=[O:14])[O:15][CH3:16])[c:4]2[c:5]([CH3:12])[n:6]([CH3:11])[n:7][c:8]2[cH:9][cH:10]1. As a reaction SMILES: [F:1][C:2]1[CH:3]=[C:4]2[C:8](=[CH:9][CH:10]=1)/[C:7](=[CH:11]\[C:12]1[CH:17]=[CH:16][N:15]=[CH:14][CH:13]=1)/[C:6]([CH3:18])=[C:5]2[CH2:19][CH2:20][O:21][NH2:22].[C:23]([OH:27])(=[O:26])[CH:24]=O>>[F:1][C:2]1[CH:3]=[C:4]2[C:8](=[CH:9][CH:10]=1)/[C:7](=[CH:11]\[C:12]1[CH:13]=[CH:14][N:15]=[CH:16][CH:17]=1)/[C:6]([CH3:18])=[C:5]2[CH2:19][CH2:20][O:21][N:22]=[CH:24][C:23]([OH:27])=[O:26]. Yields the product FC=1C=C2C(=C(/C(/C2=CC1)=C/C1=CC=NC=C1)C)CCON=CC(=O)O (glyoxylic acid-O-2-[Z-5-fluoro-2-methyl-1-(4-pyridyl)methylene-1H-inden-3-yl]ethyl oxime). Reactants: FC=1C=C2C(=C(/C(/C2=CC1)=C/C1=CC=NC=C1)C)CCON (O-2-[Z-5-fluoro-2-methyl-1-(4-pyridyl)methylene-1H-inden-3-yl]ethyl hydroxylamine), C(C=O)(=O)O (glyoxylic acid). Procedure: The title compound is prepared by reaction of O-2-[Z-5-fluoro-2-methyl-1-(4-pyridyl)methylene-1H-inden-3-yl]ethyl hydroxylamine with glyoxylic acid.